Dataset: the Open Reaction Database (ORD), a public repository of structured organic reaction records. Task: describe an organic reaction: reactants, conditions, products, and yield Reactants: FC1=CC=C(C=C1)C(C#N)(C(C)C)C1=CC=C(C=C1)F (2,2-Bis-(4-fluoro-phenyl)-3-methyl-butyronitrile), S(O)(O)(=O)=O (sulphuric acid), [OH-].[NH4+] (ammonium hydroxide). Solvent: C(C)(=O)O (acetic acid). The product is FC1=CC=C(C=C1)C(C(=O)N)(C(C)C)C1=CC=C(C=C1)F (2,2-Bis-(4-fluoro-phenyl)-3-methyl-butyramide). RXN SMILES: [F:1][C:2]1[CH:7]=[CH:6][C:5]([C:8]([C:14]2[CH:19]=[CH:18][C:17]([F:20])=[CH:16][CH:15]=2)([CH:11]([CH3:13])[CH3:12])[C:9]#[N:10])=[CH:4][CH:3]=1.S(=O)(=O)(O)[OH:22].[OH-].[NH4+]>C(O)(=O)C>[F:1][C:2]1[CH:7]=[CH:6][C:5]([C:8]([C:14]2[CH:15]=[CH:16][C:17]([F:20])=[CH:18][CH:19]=2)([CH:11]([CH3:13])[CH3:12])[C:9]([NH2:10])=[O:22])=[CH:4][CH:3]=1 |f:2.3|. Procedure details: 2,2-Bis-(4-fluoro-phenyl)-3-methyl-butyronitrile (2.21 g) was suspended in acetic acid (2 ml) and conc. sulphuric acid (2 ml) and heated to 130° C. for 1.5 hrs. The reaction mixture was poured onto ice/water and the pH adjusted to 9 with aq. ammonium hydroxide. The mixture was extracted with dichloromethane (3×), washed with water (2×) and brine, dried (MgSO4), filtered and concentrated. The product was taken up in dichloromethane and triturated with cold hexane to precipitate the title compound...